This data is from the Open Reaction Database (ORD), a public repository of structured organic reaction records. The task is: describe an organic reaction: reactants, conditions, products, and yield Reactants: CS(=O)(=O)C1=NC=CC(=N1)N1CCCN2C1=NC(=C(C2=O)[N+](=O)[O-])C2=CC=CC=C2 (9-(2-methanesulfonyl-pyrimidin-4-yl) -3-nitro-2-phenyl -6,7,8,9-tetrahydro-pyrimido[1,2-a]pyrimidin-4-one), C(CC1=CC=CC=C1)N (phenethylamine). The solvent is ClCCl (dichloromethane). Yields the product [N+](=O)([O-])C1=C(N=C2N(C1=O)CCCN2C2=NC(=NC=C2)NCCC2=CC=CC=C2)C2=CC=CC=C2 (3-Nitro-9-(2-phenethylamino-pyrimidin-4-yl)-2-phenyl -6,7,8,9-tetrahydro-pyrimido[1,2-a]pyrimidin-4-one). As a reaction SMILES: CS([C:5]1[N:10]=[C:9]([N:11]2[C:16]3=[N:17][C:18]([C:25]4[CH:30]=[CH:29][CH:28]=[CH:27][CH:26]=4)=[C:19]([N+:22]([O-:24])=[O:23])[C:20](=[O:21])[N:15]3[CH2:14][CH2:13][CH2:12]2)[CH:8]=[CH:7][N:6]=1)(=O)=O.[CH2:31]([NH2:39])[CH2:32][C:33]1[CH:38]=[CH:37][CH:36]=[CH:35][CH:34]=1>ClCCl>[N+:22]([C:19]1[C:20](=[O:21])[N:15]2[CH2:14][CH2:13][CH2:12][N:11]([C:9]3[CH:8]=[CH:7][N:6]=[C:5]([NH:39][CH2:31][CH2:32][C:33]4[CH:38]=[CH:37][CH:36]=[CH:35][CH:34]=4)[N:10]=3)[C:16]2=[N:17][C:18]=1[C:25]1[CH:30]=[CH:29][CH:28]=[CH:27][CH:26]=1)([O-:24])=[O:23]. Procedure details: A solution of 9-(2-methanesulfonyl-pyrimidin-4-yl) -3-nitro-2-phenyl -6,7,8,9-tetrahydro-pyrimido[1,2-a]pyrimidin-4-one (220 mg, 0.51 mmol) and phenethylamine (0.13 mL, 1.0 mmol) in dichloromethane (2 mL) was heated to 80° C. for 1 h. Residue purified on silica, and final product isolated as a white solid. M+1=470. The reactants are CCOC(=O)c1cc2cc([N+](=O)[O-])ccc2[nH]1, CO, O=C[O-], [NH4+], O. Yields the product CCOC(=O)c1cc2cc(N)ccc2[nH]1. As a reaction SMILES: [CH2:1]([CH3:2])[O:3][C:4](=[O:5])[c:6]1[nH:7][c:8]2[cH:9][cH:10][c:11]([N+:15]([O-:16])=[O:17])[cH:12][c:13]2[cH:14]1.[CH3:23][OH:24].[CH:19]([O-:20])=[O:21].[NH4+:22].[OH2:18]>>[CH2:1]([CH3:2])[O:3][C:4](=[O:5])[c:6]1[nH:7][c:8]2[cH:9][cH:10][c:11]([NH2:15])[cH:12][c:13]2[cH:14]1. Starting materials: C1(=CC=C(C=C1)S(=O)(=O)O)C (p-toluene sulfonic acid), CC1=C(C(=NC=N1)OC1=CC(=CC=C1)C1=CC=CC=C1)C(C(=O)OC)=CN(C)C (Methyl α-[6-methyl-4-(3-phenylphenoxy)-5-pyrimidinyl]-β-dimethylaminoacrylate), C([O-])([O-])=O.[K+].[K+] (potassium carbonate), S(=O)(=O)(OC)OC (dimethyl sulfate), C([O-])(O)=O.[K+] (potassium bicarbonate). Run in CN(C=O)C (dimethylformamide), O (water), C(C)OCC (diethylether), C(C)OCC (diethylether). Conditions: time 16 hour. Product: CC1=C(C(=NC=N1)OC1=CC(=CC=C1)C1=CC=CC=C1)C(C(=O)OC)=COC (methyl α-[6-methyl-4(3-phenylphenoxy)-5-pyrimidinyl]-β-methoxyacrylate). The yield is 81.5%. As a reaction SMILES: [CH3:1][C:2]1[N:7]=[CH:6][N:5]=[C:4]([O:8][C:9]2[CH:14]=[CH:13][CH:12]=[C:11]([C:15]3[CH:20]=[CH:19][CH:18]=[CH:17][CH:16]=3)[CH:10]=2)[C:3]=1[C:21](=[CH:26]N(C)C)[C:22]([O:24][CH3:25])=[O:23].C1(C)C=CC(S(O)(=O)=O)=CC=1.[C:41](=O)(O)[O-:42].[K+].C(=O)([O-])[O-].[K+].[K+].S(OC)(OC)(=O)=O>C(OCC)C.O.CN(C)C=O>[CH3:1][C:2]1[N:7]=[CH:6][N:5]=[C:4]([O:8][C:9]2[CH:14]=[CH:13][CH:12]=[C:11]([C:15]3[CH:16]=[CH:17][CH:18]=[CH:19][CH:20]=3)[CH:10]=2)[C:3]=1[C:21](=[CH:26][O:42][CH3:41])[C:22]([O:24][CH3:25])=[O:23] |f:2.3,4.5.6|. Reported procedure: Methyl α-[6-methyl-4-(3-phenylphenoxy)-5-pyrimidinyl]-β-dimethylaminoacrylate (60 g, 0.15 mol) is dissolved in diethylether (300 ml) and a solution of p-toluene sulfonic acid (44 g, 0.23 mol) in water (200 ml) is added at room temperature with stirring. After 16 hours the mixture is partially neutralized by adding solid potassium bicarbonate (28 g). Extraction of the product with diethylether, drying of the organic phase (MgSO4) and evaporation of the solvent gives the crude enol (52 g, 93%). Th... The reactants are Cc1c(Cl)cccc1Cn1c(C(C)N=[N+]=[N-])nc(=O)c2sc(N3CCOCC3)nc21, C1CCOC1, c1ccc(P(c2ccccc2)c2ccccc2)cc1. Yields the product Cc1c(Cl)cccc1Cn1c(C(C)N)nc(=O)c2sc(N3CCOCC3)nc21. Reaction SMILES: [N:1](=[N+:2]=[N-:3])[CH:4]([CH3:5])[c:6]1[n:7][c:8](=[O:30])[c:9]2[c:10]([n:11]1[CH2:12][c:13]1[c:14]([CH3:20])[c:15]([Cl:19])[cH:16][cH:17][cH:18]1)[n:21][c:22]([N:24]1[CH2:25][CH2:26][O:27][CH2:28][CH2:29]1)[s:23]2.[O:50]1[CH2:51][CH2:52][CH2:53][CH2:54]1.[c:31]1([P:32]([c:33]2[cH:34][cH:35][cH:36][cH:37][cH:38]2)[c:39]2[cH:40][cH:41][cH:42][cH:43][cH:44]2)[cH:45][cH:46][cH:47][cH:48][cH:49]1>>[NH2:1][CH:4]([CH3:5])[c:6]1[n:7][c:8](=[O:30])[c:9]2[c:10]([n:11]1[CH2:12][c:13]1[c:14]([CH3:20])[c:15]([Cl:19])[cH:16][cH:17][cH:18]1)[n:21][c:22]([N:24]1[CH2:25][CH2:26][O:27][CH2:28][CH2:29]1)[s:23]2.